Dataset: the Open Reaction Database (ORD), a public repository of structured organic reaction records. Task: describe an organic reaction: reactants, conditions, products, and yield Reactants: FC=1C=NC(=NC1)N1CCN(CC1)CCCC(=O)OCC (ethyl 4-(4-(5-fluoro-2-pyrimidinyl)piperazin-1-yl)butanoate), FC1=CC=C(C2=CC=CC=C12)C(=O)Cl (4-fluoro-1-naphthoyl chloride), C[Si](N[Si](C)(C)C)(C)C.[Li] (lithium 1,1,1,3,3,3-hexamethyl disilazane), Cl (HCl). The solvent is C(Cl)Cl (CH2Cl2), C1CCOC1 (THF), C1CCOC1 (THF), O1CCCC1 (tetrahydrofuran). Reaction conditions: temperature -78 celsius, time 0.25 hour. The product is FC1=CC=C(C(=O)C(C(=O)OCC)CCN2CCN(CC2)C2=NC=C(C=N2)F)C=C1 (Ethyl 2-(4-fluorobenzoyl)-4-(4-(5-fluoro-2-pyrimidinyl)piperazin-1-yl)butanoate). The yield is 53.5%. Reaction SMILES: C[Si](C)(C)N[Si](C)(C)C.[Li].[F:11][C:12]1[CH:13]=[N:14][C:15]([N:18]2[CH2:23][CH2:22][N:21]([CH2:24][CH2:25][CH2:26][C:27]([O:29][CH2:30][CH3:31])=[O:28])[CH2:20][CH2:19]2)=[N:16][CH:17]=1.[F:32][C:33]1[C:42]2[C:37](=CC=CC=2)[C:36]([C:43](Cl)=[O:44])=[CH:35][CH:34]=1.Cl>C1COCC1.C(Cl)Cl>[F:32][C:33]1[CH:42]=[CH:37][C:36]([C:43]([CH:26]([CH2:25][CH2:24][N:21]2[CH2:20][CH2:19][N:18]([C:15]3[N:16]=[CH:17][C:12]([F:11])=[CH:13][N:14]=3)[CH2:23][CH2:22]2)[C:27]([O:29][CH2:30][CH3:31])=[O:28])=[O:44])=[CH:35][CH:34]=1 |f:0.1,^1:9|. Reported procedure: To a cold (-78° C.) solution of lithium 1,1,1,3,3,3-hexamethyl disilazane in tetrahydrofuran (27.4 mL, 1N, 27.4 mmol) kept under Ar atm was added dropwise (10 min) a solution of ethyl 4-(4-(5-fluoro-2-pyrimidinyl)piperazin-1-yl)butanoate (3.7 g, 12.5 mmol) in dry THF (12 mL). The reaction mixture was stirred 0.25 h at -78° C. and then treated dropwise (10 min) with a solution of 4-fluoro-1-naphthoyl chloride (2.6 g, 12.5 mmol) in dry THF (10 mL). The reaction was stirred -78° C. for 0.5 h then t... Starting materials: FC=1C=C(C=CC1)CCOCC(=O)O ([2-(3-fluoro-phenyl)-ethoxy]-acetic acid), CCN=C=NCCCN(C)C.Cl (EDCl), C=1C=CC2=C(C1)N=NN2O (HOBt), CCN(C(C)C)C(C)C (DIPEA). The solvent is CO (methanol), C(Cl)Cl (CH2Cl2). Product: COC(COCCC1=CC(=CC=C1)F)=O ([2-(3-fluoro-phenyl)-ethoxy]-acetic acid methyl ester). The yield is 92.6%. Reaction SMILES: [F:1][C:2]1[CH:3]=[C:4]([CH2:8][CH2:9][O:10][CH2:11][C:12]([OH:14])=[O:13])[CH:5]=[CH:6][CH:7]=1.[CH3:15]CN=C=NCCCN(C)C.Cl.C1C=CC2N(O)N=NC=2C=1.CCN(C(C)C)C(C)C>CO.C(Cl)Cl>[CH3:15][O:13][C:12](=[O:14])[CH2:11][O:10][CH2:9][CH2:8][C:4]1[CH:5]=[CH:6][CH:7]=[C:2]([F:1])[CH:3]=1 |f:1.2|. Procedure details: A solution of [2-(3-fluoro-phenyl)-ethoxy]-acetic acid (1.20 g, 6.05 mmol), EDCl (1.28 g, 6.66 mmol), HOBt (0.90 g, 6.66 mmol) and DIPEA (1.56 ml, 9.08 mmol) in methanol (4 ml) was stirred at 0° C. for 2 hours. The reaction mixture was brought to dryness, the residue was dissolved in CH2Cl2 and was washed twice with 1M NaOH and brine. The organic layers were dried over MgSO4, filtered, the solvent was removed under reduced pressure and the residue was purified by column chromatography (silica ge... Reactants: ClC1=NC(=CC(=C1[N+](=O)[O-])Cl)C (2,4-dichloro-6-methyl-3-nitro-pyridine), C(C)C(CC)N (1-ethyl-propyl amine). The solvent is CS(=O)C (DMSO). Run at time 15 hour. The product is ClC1=NC(=CC(=C1[N+](=O)[O-])NC(CC)CC)C ((2-Chloro-6-methyl-3-nitro-pyridin-4-yl)-(1-ethyl-propyl)-amine). Isolated yield 89.8%. As a reaction SMILES: [Cl:1][C:2]1[C:7]([N+:8]([O-:10])=[O:9])=[C:6](Cl)[CH:5]=[C:4]([CH3:12])[N:3]=1.[CH2:13]([CH:15]([NH2:18])[CH2:16][CH3:17])[CH3:14]>CS(C)=O>[Cl:1][C:2]1[C:7]([N+:8]([O-:10])=[O:9])=[C:6]([NH:18][CH:15]([CH2:16][CH3:17])[CH2:13][CH3:14])[CH:5]=[C:4]([CH3:12])[N:3]=1. Procedure details: A mixture of 2,4-dichloro-6-methyl-3-nitro-pyridine (250 mg, 1.21 mmol) and 1-ethyl-propyl amine (105 mg, 1.21 mmol) in DMSO (4 ml) was stirred at room temperature for 15 hours. The mixture was quenched with water and extracted with ethyl acetate. The organic layer was dried and concentrated to give 280 mg of yellow oil. The oil was purified through silical gel column chromatography using 65% chloroform in hexane as eluent to give 110 mg (35%) of the title compound as a yellow crystal, mp 82-84°... The product is COc1cc(CBr)ccc1[N+](=O)[O-]. Starting materials: BrC(Br)(Br)Br, COc1cc(CO)ccc1[N+](=O)[O-], ClCCl, c1ccc(P(c2ccccc2)c2ccccc2)cc1. As a reaction SMILES: [C:14]([Br:15])([Br:16])([Br:17])[Br:18].[CH3:1][O:2][c:3]1[cH:4][c:5]([CH2:6][OH:7])[cH:8][cH:9][c:10]1[N+:11](=[O:12])[O-:13].[Cl:38][CH2:39][Cl:40].[c:19]1([P:20]([c:21]2[cH:22][cH:23][cH:24][cH:25][cH:26]2)[c:27]2[cH:28][cH:29][cH:30][cH:31][cH:32]2)[cH:33][cH:34][cH:35][cH:36][cH:37]1>>[CH3:1][O:2][c:3]1[cH:4][c:5]([CH2:6][Br:15])[cH:8][cH:9][c:10]1[N+:11](=[O:12])[O-:13]. Reactants: [N+](=O)([O-])C1=C2CN(C(C2=CC=C1)=O)C1C(NC(CC1)=O)=O (3-(4-nitro-1-oxo-1,3 dihydro-isoindol-2-yl)-piperidine-2,6-dione), CN(C=O)C (dimethylformamide). The solvent is C(C)(C)O (isopropyl alcohol), C(C)O (ethanol), CO (methanol), C(C)(C)O (isopropyl alcohol), C(C)O (ethanol), CO (methanol). The product is C=1C=C2C(=C(C1)N)CN(C2=O)C3CCC(=O)NC3=O (Lenalidomide), [N+](=O)([O-])C1=C2CN(C(C2=CC=C1)=O)C1C(NC(CC1)=O)=O (3-(4-nitro-1-oxo-1,3 dihydro-isoindol-2-yl)-piperidine-2,6-dione). As a reaction SMILES: [N+:1]([C:4]1[CH:12]=[CH:11][CH:10]=[C:9]2[C:5]=1[CH2:6][N:7]([CH:14]1[CH2:19][CH2:18][C:17](=[O:20])[NH:16][C:15]1=[O:21])[C:8]2=[O:13])([O-:3])=[O:2].CN(C)C=O>C(O)(C)C.C(O)C.CO>[CH:11]1[CH:10]=[C:9]2[C:8](=[O:13])[N:7]([CH:14]3[C:15](=[O:21])[NH:16][C:17](=[O:20])[CH2:18][CH2:19]3)[CH2:6][C:5]2=[C:4]([NH2:1])[CH:12]=1.[N+:1]([C:4]1[CH:12]=[CH:11][CH:10]=[C:9]2[C:5]=1[CH2:6][N:7]([CH:14]1[CH2:19][CH2:18][C:17](=[O:20])[NH:16][C:15]1=[O:21])[C:8]2=[O:13])([O-:3])=[O:2]. Procedure: By catalytic hydrogenation of 3-(4-nitro-1-oxo-1,3 dihydro-isoindol-2-yl)-piperidine-2,6-dione in solvents such as dimethylformamide, methanol, ethanol, isopropyl alcohol or mixture of these solvents at temperature 50-100.0° C. under pressure or bubbling of hydrogen gas at atmospheric pressure, then filteration of the catalyst followed by distillation under high vacuum Lenalidomide polymorphic form-I is obtained. The polymorphic form-I of Lenalidomide can also be obtained by transfer hydrogenati... Reactants: ClC1=C(C=CC=C1)[C@@H]1CC=CC[C@H]1[N+](=O)[O-] (trans-1-chloro-2-(6-nitrocyclohex-3-en-1-yl)benzene), solution, Cl (HCl), C(=O)(O)[O-].[Na+] (NaHCO3). Reagents/catalysts: [Zn] (Zn). Solvent: CO (methanol). The product is ClC1=C(C=CC=C1)[C@@H]1CC=CC[C@H]1N (trans-6-(2-chlorophenyl)cyclohex-3-en-1-amine). As a reaction SMILES: [Cl:1][C:2]1[CH:7]=[CH:6][CH:5]=[CH:4][C:3]=1[C@H:8]1[C@H:13]([N+:14]([O-])=O)[CH2:12][CH:11]=[CH:10][CH2:9]1.Cl.C([O-])(O)=O.[Na+]>CO.[Zn]>[Cl:1][C:2]1[CH:7]=[CH:6][CH:5]=[CH:4][C:3]=1[C@H:8]1[C@H:13]([NH2:14])[CH2:12][CH:11]=[CH:10][CH2:9]1 |f:2.3|. Reported procedure: To a solution of Example 1A (100 mg, 0.042 mmol) in a 2 mL solution of 1:1 aqueous concentrated HCl in methanol at 0° C., Zn dust (32 mg, 0.5 mmol) was added in several portions. The solution was allowed to warm to room temperature over three hours. Afterwards, the solution was carefully basified with saturated NaHCO3. The mixture was extracted with ethyl acetate, concentrated, taken up in dichloromethane, and filtered through Celite. Concentration of the filtrate gave the title compound. 1H NMR... The reactants are CO, CCO, COc1cccc(S(=O)(=O)c2cccc(F)c2C#N)c1, [NH4+], [OH-]. Product: COc1cccc(S(=O)(=O)c2cccc(N)c2C#N)c1. Reaction SMILES: [CH3:23][OH:24].[CH3:25][CH2:26][OH:27].[F:1][c:2]1[c:3]([C:4]#[N:5])[c:6]([S:10](=[O:11])(=[O:12])[c:13]2[cH:14][c:15]([O:19][CH3:20])[cH:16][cH:17][cH:18]2)[cH:7][cH:8][cH:9]1.[NH4+:22].[OH-:21]>>[c:2]1([NH2:22])[c:3]([C:4]#[N:5])[c:6]([S:10](=[O:11])(=[O:12])[c:13]2[cH:14][c:15]([O:19][CH3:20])[cH:16][cH:17][cH:18]2)[cH:7][cH:8][cH:9]1. Starting materials: C(CCCCCCCCCC)(=O)Cl (Undecanoyl chloride), C1(=CC=CC=C1)[Li] (Phenyl lithium), C(CCC)OCCCC (n-butyl ether), BrC1=C(C2=C(S1)C(=C(S2)Br)Br)Br (2,3,5,6-tetrabromothieno[3,2,b]thiophene), C1CCOC1 (THF). RXN SMILES: Br[C:2]1[S:6][C:5]2[C:7]([Br:11])=[C:8](Br)[S:9][C:4]=2[C:3]=1[Br:12].[C:13]1([Li])[CH:18]=[CH:17][CH:16]=[CH:15][CH:14]=1.C([O:24][CH2:25][CH2:26][CH2:27][CH3:28])CCC.[C:29](Cl)(=[O:40])[CH2:30][CH2:31][CH2:32][CH2:33][CH2:34][CH2:35][CH2:36][CH2:37][CH2:38][CH3:39].[CH2:42]1COCC1>>[Br:12][C:3]1[C:4]2[S:9][C:8]([C:25](=[O:24])[CH2:26][CH2:27][CH2:28][CH2:42][CH2:14][CH2:15][CH2:16][CH2:17][CH2:18][CH3:13])=[C:7]([Br:11])[C:5]=2[S:6][C:2]=1[C:29](=[O:40])[CH2:30][CH2:31][CH2:32][CH2:33][CH2:34][CH2:35][CH2:36][CH2:37][CH2:38][CH3:39]. Reported procedure: Di-acylation (Step A) A suspension of (2,3,5,6-tetrabromothieno[3,2,b]thiophene (10 g, 21.9 mmol) in anhydrous THF (200 mL) was cooled to −78° C. Phenyl lithium solution in n-butyl ether (1.8 mol/L, 25 mL, 45 mmol) was added dropwise and the reaction mixture was stirred at −78° C. for 4 h. Undecanoyl chloride (9.2 g, 44.9 mmol) was added to the reaction mixture via syringe while maintaining the temperature of the mixture as close to −78° C. as possible. The reaction was allowed to warm to RT ove... Run at temperature -78 celsius, time 4 hour. Yields the product BrC=1C2=C(SC1C(CCCCCCCCCC)=O)C(=C(S2)C(CCCCCCCCCC)=O)Br (1-{3,6-dibromo-5-undecanoylthieno[3,2-b]thiophen-2-yl}undecan-1-one). The yield is 41.3%.